describe an organic reaction: reactants, conditions, products, and yield From a dataset of the Open Reaction Database (ORD), a public repository of structured organic reaction records. The reactants are C(C1=CC=CC=C1)C1=NC(=CC=C1)OCC (2-benzyl-6-ethoxypyridine), P(=O)(Br)(Br)Br (phosphorous oxybromide). Conditions: temperature 135 celsius, time 1 hour. Yields the product C(C1=CC=CC=C1)C1=NC(=CC=C1)Br (2-Benzyl-6-bromopyridine). Reaction SMILES: [CH2:1]([C:8]1[CH:13]=[CH:12][CH:11]=[C:10](OCC)[N:9]=1)[C:2]1[CH:7]=[CH:6][CH:5]=[CH:4][CH:3]=1.P(Br)(Br)([Br:19])=O>>[CH2:1]([C:8]1[CH:13]=[CH:12][CH:11]=[C:10]([Br:19])[N:9]=1)[C:2]1[CH:7]=[CH:6][CH:5]=[CH:4][CH:3]=1. Procedure: One hundred fifteen g. of 2-benzyl-6-ethoxypyridine and 200 g. of phosphorous oxybromide were heated together with stirring at 135°C. for 1 hour. The mixture gave off a gas during the first 15 minutes of the reaction but remained calm for the rest of the heating period. On cooling, the mixture became an intractable tar and the reaction flask was broken to obtain the crude product. It was partitioned between 2 liters of water, 270 ml. of 10N sodium hydroxide solution and 1 liter of chloroform. Th...